Dataset: the Open Reaction Database (ORD), a public repository of structured organic reaction records. Task: describe an organic reaction: reactants, conditions, products, and yield Starting materials: N(=O)[O-].[Na+] (sodium nitrite), NC1=CC=C(C=C1)S(=O)(=O)NCCC1=CC=C(C=C1)OC (4-Amino-N-[2-(4-methoxyphenyl)ethyl]benzenesulphonamide), O.O.[Sn](Cl)Cl (tin (II) chloride dihydrate). The solvent is O (water), O (water), Cl (hydrochloric acid), Cl (hydrochloric acid). Conditions: temperature -5 celsius, time 30 minute. The product is Cl.N(N)C1=CC=C(C=C1)S(=O)(=O)NCCC1=CC=C(C=C1)OC (4-Hydrazino-N-[2-(4-methoxyphenyl)ethyl]benzenesulphonamide hydrochloride). The yield is 73.4%. RXN SMILES: [N:1]([O-])=O.[Na+].[NH2:5][C:6]1[CH:11]=[CH:10][C:9]([S:12]([NH:15][CH2:16][CH2:17][C:18]2[CH:23]=[CH:22][C:21]([O:24][CH3:25])=[CH:20][CH:19]=2)(=[O:14])=[O:13])=[CH:8][CH:7]=1.O.O.[Sn](Cl)[Cl:29]>O.Cl>[ClH:29].[NH:5]([C:6]1[CH:7]=[CH:8][C:9]([S:12]([NH:15][CH2:16][CH2:17][C:18]2[CH:19]=[CH:20][C:21]([O:24][CH3:25])=[CH:22][CH:23]=2)(=[O:13])=[O:14])=[CH:10][CH:11]=1)[NH2:1] |f:0.1,3.4.5,8.9|. Procedure: A solution of sodium nitrite (0.8 g) in water (20 ml) was added dropwise to a stirred suspension of the product of stage (ii) (3.5 g) in a mixture of concentrated hydrochloric acid (100 ml) and water (100 ml) keeping the temperature below -5° C. The resulting solution was stirred at about -5° C. for 30 min, when a solution of tin (II) chloride dihydrate (13 g) in concentrated hydrochloric acid (100 ml) was added. The resulting suspension was allowed to warm to room temperature over 1 h. The soli... The reactants are N1=CC=CC=C1 (pyridine), C(C1=CC=CC=C1)OCC(C/C=C/C(CCO)C)C (rac. E-8-benzyloxy-3,7-dimethyl-4-octen-1-ol). Reagents/catalysts: [O-2].[O-2].[O-2].[Cr+6] (chromium trioxide). Solvent: ClCCl (dichloromethane), ClCCl (dichloromethane). Run at time 15 minute. Yields the product C(C1=CC=CC=C1)OCC(C/C=C/C(CC=O)C)C (rac. E-8-Benzyloxy-3,7-dimethyl-4-octenal). As a reaction SMILES: N1C=CC=CC=1.[CH2:7]([O:14][CH2:15][CH:16]([CH3:25])[CH2:17]/[CH:18]=[CH:19]/[CH:20]([CH3:24])[CH2:21][CH2:22][OH:23])[C:8]1[CH:13]=[CH:12][CH:11]=[CH:10][CH:9]=1>[O-2].[O-2].[O-2].[Cr+6].ClCCl>[CH2:7]([O:14][CH2:15][CH:16]([CH3:25])[CH2:17]/[CH:18]=[CH:19]/[CH:20]([CH3:24])[CH2:21][CH:22]=[O:23])[C:8]1[CH:13]=[CH:12][CH:11]=[CH:10][CH:9]=1 |f:2.3.4.5|. Reported procedure: To a solution of 1.19 g. of pyridine in 15 ml. of dichloromethane was added0.6 g. (6 mmoles) of chromium trioxide. The brown mixture was stirred at room temperature for 15 minutes, then treated with a solution of rac. E-8-benzyloxy-3,7-dimethyl-4-octen-1-ol (0.262 g.; 1 mmole) in 3 ml. of dichloromethane. After stirring at room temperature for 15 minutes, the dichloromethane solution was decanted from the dark tarry residue then theresidue was washed three times with fresh dichloromethane. The d... The reactants are CC1COc2cc(Oc3ccc([N+](=O)[O-])cn3)ccc21, CCOC(C)=O. The product is CC1COc2cc(Oc3ccc(N)cn3)ccc21. RXN SMILES: [CH3:1][CH:2]1[CH2:3][O:4][c:5]2[c:6]1[cH:7][cH:8][c:9]([O:11][c:12]1[n:13][cH:14][c:15]([N+:18]([O-:19])=[O:20])[cH:16][cH:17]1)[cH:10]2.[CH3:21][CH2:22][O:23][C:24](=[O:25])[CH3:26]>>[CH3:1][CH:2]1[CH2:3][O:4][c:5]2[c:6]1[cH:7][cH:8][c:9]([O:11][c:12]1[n:13][cH:14][c:15]([NH2:18])[cH:16][cH:17]1)[cH:10]2.